Dataset: the Open Reaction Database (ORD), a public repository of structured organic reaction records. Task: describe an organic reaction: reactants, conditions, products, and yield Starting materials: dilithio, C1(=CC=CC=C1)P(=O)(Cl)Cl (phenylphosphonic dichloride), C(CCC)[Li] (n-butyllithium), CN(CCN(C)C)C (tetramethylethylenediamine), C(C1=CC=CC=C1)NCC1=CC=CC=C1 (dibenzylamine). Run in C1CCCCC1 (cyclohexane), C1CCCCC1 (cyclohexane), C1CCCCC1 (cyclohexane), CCCCCC (hexane). Run at temperature 0 celsius, time 2 hour. The product is C1(=CC=CC=C1)P1(N(CC2=C1C=CC=C2)CC2=CC=CC=C2)=O (1-phenyl-2-(phenylmethyl)-2,3-dihydro-1H-2,1-benzazaphosphole-1-oxide). The yield is 32.1%. Reaction SMILES: C([Li])CCC.CN(C)CCN(C)C.[CH2:14]([NH:21][CH2:22][C:23]1[CH:28]=[CH:27][CH:26]=[CH:25][CH:24]=1)[C:15]1[CH:20]=[CH:19][CH:18]=[CH:17][CH:16]=1.[C:29]1([P:35](Cl)(Cl)=[O:36])[CH:34]=[CH:33][CH:32]=[CH:31][CH:30]=1>CCCCCC.C1CCCCC1>[C:29]1([P:35]2(=[O:36])[C:24]3[CH:25]=[CH:26][CH:27]=[CH:28][C:23]=3[CH2:22][N:21]2[CH2:14][C:15]2[CH:20]=[CH:19][CH:18]=[CH:17][CH:16]=2)[CH:34]=[CH:33][CH:32]=[CH:31][CH:30]=1. Procedure: Under a static nitrogen atmosphere at 0° C., a solution of n-butyllithium (8.0 g, 0.125 mol) in hexane was added to a solution of tetramethylethylenediamine (14.3 g, 0.123 mol) in 60 ml. of anhydrous cyclohexane with constant stirring. While maintaining the temperature at 0° C., a solution of dibenzylamine (11.8 g, 0.06 mol) in 30 ml. of anhydrous cyclohexane was added to the reaction mixture to produce a suspension containing a dilithio compound. This suspension was stirred for 2 hours at 26° C... Starting materials: CCO, O=Cc1ccccc1[N+](=O)[O-], N#Cc1ccc(N)cc1. The product is N#Cc1ccc(N=Cc2ccccc2[N+](=O)[O-])cc1. Reaction SMILES: [CH3:21][CH2:22][OH:23].[N+:10](=[O:11])([O-:12])[c:13]1[c:14]([CH:15]=[O:16])[cH:17][cH:18][cH:19][cH:20]1.[NH2:1][c:2]1[cH:3][cH:4][c:5]([C:6]#[N:7])[cH:8][cH:9]1>>[N:1]([c:2]1[cH:3][cH:4][c:5]([C:6]#[N:7])[cH:8][cH:9]1)=[CH:15][c:14]1[c:13]([N+:10](=[O:11])[O-:12])[cH:20][cH:19][cH:18][cH:17]1.